From a dataset of the Open Reaction Database (ORD), a public repository of structured organic reaction records. describe an organic reaction: reactants, conditions, products, and yield Starting materials: C(C)(C)OC=1C=C(C2=CC=CC=C2C1)C(=O)O (3-(isopropoxy)-1-naphthalenecarboxylic acid). Reagents/catalysts: [Pd] (Pd/C). Run in CC(=O)O (HOAc). Run at time 13 hour. The product is C(C)(C)OC=1C=C(C=2CCCCC2C1)C(=O)O (3-(Isopropoxy)-5,6,7,8-tetrahydro-1-naphthalenecarboxylic acid). Isolated yield 100.9%. Reaction SMILES: [CH:1]([O:4][C:5]1[CH:6]=[C:7]([C:15]([OH:17])=[O:16])[C:8]2[C:13]([CH:14]=1)=[CH:12][CH:11]=[CH:10][CH:9]=2)([CH3:3])[CH3:2]>CC(O)=O.[Pd]>[CH:1]([O:4][C:5]1[CH:6]=[C:7]([C:15]([OH:17])=[O:16])[C:8]2[CH2:9][CH2:10][CH2:11][CH2:12][C:13]=2[CH:14]=1)([CH3:3])[CH3:2]. Procedure: A mixture of 3-(isopropoxy)-1-naphthalenecarboxylic acid (0.38 g, 1.65 mmol) and 10% Pd/C (0.10 g) in HOAc (20 mL) was hydrogenated on Parr apparatus at 60° C. and 50 psi for 13 h. After filtration through diatomaceous earth the solvent was removed in vacuo, water was added and the precipitate was extracted into EtOAc. The combined organic layers were dried (MgSO4), filtered and concentrated to yield the title acid as a light yellow oil (0.39 g, 100%). 1H NMR (CDCl3) δ 7.39 (d, 1H), 6.83 (d, 1H)... Reactants: CC(CC(=O)OC)C(CC=C(C)C)[N+](=O)[O-] (methyl 3,7-dimethyl-4-nitro-6-octenoate), C[O-].[Na+] (sodium methoxide), CCOCC (ether), P(=O)([O-])([O-])[O-].[K+].[K+].[K+] (potassium phosphate), solution. Reagents/catalysts: [Cl-].[Cl-].[Ti+2] (titanous chloride). Solvent: CO (methanol), CO (methanol). Reaction conditions: time 1 hour. Yields the product CC(CC(=O)OC)C(CC=C(C)C)=O (methyl 3,7-dimethyl-4-oxo-6-octenoate). Yield: 35.0%. As a reaction SMILES: [CH3:1][CH:2]([CH:8]([N+]([O-])=O)[CH2:9][CH:10]=[C:11]([CH3:13])[CH3:12])[CH2:3][C:4]([O:6][CH3:7])=[O:5].C[O-].[Na+].P([O-])([O-])([O-])=[O:21].[K+].[K+].[K+].CCOCC>CO.[Cl-].[Cl-].[Ti+2]>[CH3:1][CH:2]([C:8](=[O:21])[CH2:9][CH:10]=[C:11]([CH3:13])[CH3:12])[CH2:3][C:4]([O:6][CH3:7])=[O:5] |f:1.2,3.4.5.6,9.10.11|. Procedure: A solution of methyl 3,7-dimethyl-4-nitro-6-octenoate (24.55 g, 0.107 m) in methanol (10 ml) is added dropwise to a solution of sodium methoxide (6.37 g, 0.118 m) in methanol (250 ml) at room temperature under nitrogen. The mixture is stirred for 1 hour, added to a mixture of 20% titanous chloride (170 ml, 0.267 m) and pH 7 buffer (potassium phosphate monobasicsodium hydroxide buffer) solution (340 ml). The resulting mixture is stirred for 30 minutes after which it is treated with ether (1 l). T... Product: OCc1c(C(F)(F)F)cccc1C(F)(F)F. RXN SMILES: [CH2:28]1[O:29][CH2:30][CH2:31][CH2:32]1.[CH3:1][C:2]([CH3:3])([O-:4])[CH3:5].[CH3:21][CH2:22][CH2:23][CH2:24][Li:25].[ClH:26].[F:7][C:8]([c:9]1[cH:10][c:11]([C:15]([F:16])([F:17])[F:18])[cH:12][cH:13][cH:14]1)([F:19])[F:20].[K+:6].[OH2:27]>>[CH2:2]([OH:4])[c:10]1[c:9]([C:8]([F:7])([F:19])[F:20])[cH:14][cH:13][cH:12][c:11]1[C:15]([F:16])([F:17])[F:18]. Starting materials: C1CCOC1, CC(C)(C)[O-], [Li]CCCC, Cl, FC(F)(F)c1cccc(C(F)(F)F)c1, [K+], O. Starting materials: OC=1C=CC(=NC1)C (5-hydroxy-2-methylpyridine), [H-].[Na+] (sodium hydride), CI (methyliodide). Solvent: CN(C=O)C (DMF), CCCCCC (hexane), CN(C=O)C (dimethylformamide). Reaction conditions: time 0.75 hour. The product is COC=1C=CC(=NC1)C (5-methoxy-2 -methylpyridine). RXN SMILES: [H-].[Na+].[OH:3][C:4]1[CH:5]=[CH:6][C:7]([CH3:10])=[N:8][CH:9]=1.[CH3:11]I>CCCCCC.CN(C)C=O>[CH3:11][O:3][C:4]1[CH:5]=[CH:6][C:7]([CH3:10])=[N:8][CH:9]=1 |f:0.1|. Reported procedure: To sodium hydride (50% oil dispersion, 43.2 g, 21.6 g of active NaH, 900 mmol), prewashed in dry hexane, in 800 ml of dimethylformamide (DMF) is added 5-hydroxy-2-methylpyridine (98.8 g, 906 mmol) in 700 ml of DMF at 15° and over 0.75 hour. The reaction is allowed to warm to RT and is stirred for 2 hours. It is then cooled to 10°, and methyliodide is added over 0.5 hour. The reaction is again allowed to warm to RT and is stirred overnight. It is then filtered through celite, and the solid is was... Product: Cc1cccc(S(=O)(=O)N2CCC(COc3cccc4nc(N)nc(N)c34)CC2)c1. RXN SMILES: [NH:1]1[CH2:2][CH2:3][CH:4]([CH2:7][O:8][c:9]2[c:10]3[c:11]([NH2:20])[n:12][c:13]([NH2:19])[n:14][c:15]3[cH:16][cH:17][cH:18]2)[CH2:5][CH2:6]1.[c:21]1([CH3:31])[cH:22][c:23]([S:27](=[O:28])(=[O:29])[Cl:30])[cH:24][cH:25][cH:26]1>>[N:1]1([S:27]([c:23]2[cH:22][c:21]([CH3:31])[cH:26][cH:25][cH:24]2)(=[O:28])=[O:29])[CH2:2][CH2:3][CH:4]([CH2:7][O:8][c:9]2[c:10]3[c:11]([NH2:20])[n:12][c:13]([NH2:19])[n:14][c:15]3[cH:16][cH:17][cH:18]2)[CH2:5][CH2:6]1. Starting materials: Nc1nc(N)c2c(OCC3CCNCC3)cccc2n1, Cc1cccc(S(=O)(=O)Cl)c1. Reactants: O=C([O-])[O-], [Cs+], [Cs+], O=C(c1ccc(Br)cn1)N1CCC1, COCC(C)Oc1cc(O)cc(C(=O)Nc2cnc(C)cn2)c1. Yields the product COCC(C)Oc1cc(Oc2ccc(C(=O)N3CCC3)nc2)cc(C(=O)Nc2cnc(C)cn2)c1. Reaction SMILES: [C:1](=[O:2])([O-:3])[O-:4].[Cs+:5].[Cs+:6].[N:30]1([C:34](=[O:35])[c:36]2[n:37][cH:38][c:39]([Br:42])[cH:40][cH:41]2)[CH2:31][CH2:32][CH2:33]1.[OH:7][c:8]1[cH:9][c:10]([C:11](=[O:12])[NH:13][c:14]2[n:15][cH:16][c:17]([CH3:20])[n:18][cH:19]2)[cH:21][c:22]([O:24][CH:25]([CH2:26][O:27][CH3:28])[CH3:29])[cH:23]1>>[O:7]([c:8]1[cH:9][c:10]([C:11](=[O:12])[NH:13][c:14]2[n:15][cH:16][c:17]([CH3:20])[n:18][cH:19]2)[cH:21][c:22]([O:24][CH:25]([CH2:26][O:27][CH3:28])[CH3:29])[cH:23]1)[c:39]1[cH:38][n:37][c:36]([C:34]([N:30]2[CH2:31][CH2:32][CH2:33]2)=[O:35])[cH:41][cH:40]1. Starting materials: C(CCC)[Li] (n-butyllithium), CCCCCC (hexane), COC(C(C)C)=O (Methylisobutyrate), C(=C)C(=O)CC (ethyl vinyl ketone). Solvent: O1CCCC1 (tetrahydrofuran), O1CCCC1 (THF). Conditions: time 5 minute. The product is COC(C(C=COCC)(C)C)=O (2,2-Dimethyl-5-oxaheptenoic acid methyl ester). RXN SMILES: C([Li])C[CH2:3][CH3:4].[CH3:6][O:7][C:8](=[O:12])[CH:9]([CH3:11])[CH3:10].C([C:15](CC)=[O:16])=C.[CH3:19]CCCCC>O1CCCC1>[CH3:6][O:7][C:8](=[O:12])[C:9]([CH3:19])([CH3:11])[CH:10]=[CH:15][O:16][CH2:3][CH3:4]. Reported procedure: A solution of n-butyllithium in hexane (224 ml; 2.2M) was added to tetrahydrofuran (THF, 300 ml) at -60° followed by diiospropylamine (52 g) and this mixture was then warmed to room temperature stirred for 5 min and then cooled to -72° C. Methylisobutyrate (50 g) was then slowly added and the mixture was stirred for 11/2 hr at -70° C. Freshly distilled ethyl vinyl ketone (42 g) in THF (60 ml) was added to the above mixture over 10 min and the mixture was then stirred for a further 1/2 hr at -60°... As a reaction SMILES: [C:1]12([C:11]3[CH:12]=[C:13]([CH:17]=[CH:18][C:19]=3[O:20][CH2:21][O:22][CH2:23][CH2:24][O:25][CH3:26])[C:14](O)=[O:15])[CH2:10][CH:5]3[CH2:6][CH:7]([CH2:9][CH:3]([CH2:4]3)[CH2:2]1)[CH2:8]2.C1(NC2CCCCC2)CCCCC1.S(Cl)([Cl:42])=O>ClCCl>[C:1]12([C:11]3[CH:12]=[C:13]([CH:17]=[CH:18][C:19]=3[O:20][CH2:21][O:22][CH2:23][CH2:24][O:25][CH3:26])[C:14]([Cl:42])=[O:15])[CH2:10][CH:5]3[CH2:6][CH:7]([CH2:9][CH:3]([CH2:4]3)[CH2:2]1)[CH2:8]2. The reactants are C1(CCCCC1)NC1CCCCC1 (dicyclohexylamine), C12(CC3CC(CC(C1)C3)C2)C=2C=C(C(=O)O)C=CC2OCOCCOC (3-(1-adamantyl)-4-methoxyethoxymethoxybenzoic acid), S(=O)(Cl)Cl (thionyl chloride). The solvent is ClCCl (dichloromethane). The product is C12(CC3CC(CC(C1)C3)C2)C=2C=C(C(=O)Cl)C=CC2OCOCCOC (3-(1-adamantyl)-4-methoxyethoxymethoxybenzoyl chloride). Procedure: A solution of 3 g (8.3 mmol) of 3-(1-adamantyl)-4-methoxyethoxymethoxybenzoic acid in 50 ml of anhydrous dichloromethane was introduced into a round-bottomed flask, 1.7 ml (8.3 mmol) of dicyclohexylamine was added and the mixture was stirred for one hour. 600 μl (8.3 mmol) of thionyl chloride were then added and the mixture was stirred for one hour. It was evaporated to dryness, the residue was taken up in anhydrous ethyl ether, the dicyclohexylamine salt was filtered off and the filtrate was ev... Run at time 1 hour.